This data is from the Open Reaction Database (ORD), a public repository of structured organic reaction records. The task is: describe an organic reaction: reactants, conditions, products, and yield The reactants are C(C)SC=1NC=2C(N1)=C(SC2C)C(=O)OC (methyl 2-ethylthio-4-methylthieno[3,4-d]imidazole-6-carboxylate), [H-].[Na+] (sodium hydride), C(#N)C1=C(C=CC=C1)C1=CC=C(C=C1)CBr ((2'-cyanobiphenyl-4-yl)methyl bromide), O (water). Solvent: CN(C)C=O (DMF), CN(C)C=O (DMF). Conditions: time 20 minute. The product is C(#N)C1=C(C=CC=C1)C1=CC=C(C=C1)CN1C(=NC=2C1=C(SC2C)C(=O)OC)SCC (methyl 1-[(2'-cyanobiphenyl-4-yl)methyl]-2-ethylthio-4-methylthieno [3,4-d]imidazole-6-carboxylate). As a reaction SMILES: [CH2:1]([S:3][C:4]1[NH:5][C:6]2[C:7](=[C:9]([C:13]([O:15][CH3:16])=[O:14])[S:10][C:11]=2[CH3:12])[N:8]=1)[CH3:2].[H-].[Na+].[C:19]([C:21]1[CH:26]=[CH:25][CH:24]=[CH:23][C:22]=1[C:27]1[CH:32]=[CH:31][C:30]([CH2:33]Br)=[CH:29][CH:28]=1)#[N:20].O>CN(C=O)C>[C:19]([C:21]1[CH:26]=[CH:25][CH:24]=[CH:23][C:22]=1[C:27]1[CH:28]=[CH:29][C:30]([CH2:33][N:8]2[C:7]3=[C:9]([C:13]([O:15][CH3:16])=[O:14])[S:10][C:11]([CH3:12])=[C:6]3[N:5]=[C:4]2[S:3][CH2:1][CH3:2])=[CH:31][CH:32]=1)#[N:20] |f:1.2|. Reported procedure: To a solution of methyl 2-ethylthio-4-methylthieno[3,4-d]imidazole-6-carboxylate (5.7 g) in DMF (30 ml) was added sodium hydride (60% oil, 0.98 g) under ice-cooling. After stirring the reaction mixture for 20 minutes, to the mixture was added dropwise a solution of (2'-cyanobiphenyl-4-yl)methyl bromide (7.25 g) in DMF (20 ml), followed by stirring for one hour at room temperature. To the reaction mixture was added water, which was extracted with ethyl acetate. The extract was washed with water a... The product is Cc1cc(O)c2[nH]c(=O)ccc2c1Br. Reactants: Br, CC(=O)O, CS(C)=O, Cc1cc(O)c2[nH]c(=O)ccc2c1. As a reaction SMILES: [BrH:1].[CH3:15][C:16](=[O:17])[OH:18].[CH3:19][S:20]([CH3:21])=[O:22].[OH:2][c:3]1[cH:4][c:5]([CH3:14])[cH:6][c:7]2[cH:8][cH:9][c:10](=[O:13])[nH:11][c:12]12>>[Br:1][c:6]1[c:5]([CH3:14])[cH:4][c:3]([OH:2])[c:12]2[c:7]1[cH:8][cH:9][c:10](=[O:13])[nH:11]2. Starting materials: FC1=C(C(=C(C=C1OC)OC)F)N1C(N(C2=NC(=NC=C2C1)S(=O)C)CC)=O (3-(2,6-difluoro-3,5-dimethoxy-phenyl)-1-ethyl-7-methylsulfinyl-3,4-dihydro-1H-pyrimido[4,5-d]pyrimidin-2-one), NC(CO)CO (serinol). Product: FC1=C(C(=C(C=C1OC)OC)F)N1C(N(C2=NC(=NC=C2C1)NC(CO)CO)CC)=O (3-(2,6-Difluoro-3,5-dimethoxy-phenyl)-1-ethyl-7-(2-hydroxy-1-hydroxymethyl-ethylamino)-3,4-dihydro-1H-pyrimido[4,5-d]pyrimidin-2-one). Yield: 95.9%. RXN SMILES: [F:1][C:2]1[C:7]([O:8][CH3:9])=[CH:6][C:5]([O:10][CH3:11])=[C:4]([F:12])[C:3]=1[N:13]1[CH2:22][C:21]2[C:16](=[N:17][C:18](S(C)=O)=[N:19][CH:20]=2)[N:15]([CH2:26][CH3:27])[C:14]1=[O:28].[NH2:29][CH:30]([CH2:33][OH:34])[CH2:31][OH:32]>>[F:1][C:2]1[C:7]([O:8][CH3:9])=[CH:6][C:5]([O:10][CH3:11])=[C:4]([F:12])[C:3]=1[N:13]1[CH2:22][C:21]2[C:16](=[N:17][C:18]([NH:29][CH:30]([CH2:33][OH:34])[CH2:31][OH:32])=[N:19][CH:20]=2)[N:15]([CH2:26][CH3:27])[C:14]1=[O:28]. Procedure details: 3-(2,6-Difluoro-3,5-dimethoxy-phenyl)-1-ethyl-7-(2-hydroxy-1-hydroxymethyl-ethylamino)-3,4-dihydro-1H-pyrimido[4,5-d]pyrimidin-2-one was prepared as described in Example 5 using 0.5 g (1.21 mmol) of 3-(2,6-difluoro-3,5-dimethoxy-phenyl)-1-ethyl-7-methylsulfinyl-3,4-dihydro-1H-pyrimido[4,5-d]pyrimidin-2-one and 0.33 g (3.64 mmol) of serinol. The crude product was purified using medium-pressure chromatography eluting with 20:1 dichloromethane/methanol to give 0.51 g (96%) of the title compound: mp... The reactants are C(CCCCCCC)OC1=CC=C(C=C1)C=1C=CC=2NC3=CC=C(C=C3C2C1)C1=CC=C(C=C1)OCCCCCCCC (3,6-bis(4-(octyloxy)phenyl)-carbazole), BrCCCCCCCC (1-bromooctane), [OH-].[Na+] (NaOH), aqueous solution. Reagents/catalysts: S(=O)(=O)(O)[O-].C(CCC)[N+](CCCC)(CCCC)CCCC (tetrabutylammoniumhydrogensulphate). Run in C1(=CC=CC=C1)C (toluene). Product: C(CCCCCCC)N1C2=CC=C(C=C2C=2C=C(C=CC12)C1=CC=C(C=C1)OCCCCCCCC)C1=CC=C(C=C1)OCCCCCCCC (9-octyl-3,6-bis(4-(octyloxy)phenyl)-carbazole). The yield is 26.7%. RXN SMILES: [CH2:1]([O:9][C:10]1[CH:15]=[CH:14][C:13]([C:16]2[CH:17]=[CH:18][C:19]3[NH:20][C:21]4[C:26]([C:27]=3[CH:28]=2)=[CH:25][C:24]([C:29]2[CH:34]=[CH:33][C:32]([O:35][CH2:36][CH2:37][CH2:38][CH2:39][CH2:40][CH2:41][CH2:42][CH3:43])=[CH:31][CH:30]=2)=[CH:23][CH:22]=4)=[CH:12][CH:11]=1)[CH2:2][CH2:3][CH2:4][CH2:5][CH2:6][CH2:7][CH3:8].Br[CH2:45][CH2:46][CH2:47][CH2:48][CH2:49][CH2:50][CH2:51][CH3:52].[OH-].[Na+]>S([O-])(O)(=O)=O.C([N+](CCCC)(CCCC)CCCC)CCC.C1(C)C=CC=CC=1>[CH2:45]([N:20]1[C:19]2[CH:18]=[CH:17][C:16]([C:13]3[CH:12]=[CH:11][C:10]([O:9][CH2:1][CH2:2][CH2:3][CH2:4][CH2:5][CH2:6][CH2:7][CH3:8])=[CH:15][CH:14]=3)=[CH:28][C:27]=2[C:26]2[C:21]1=[CH:22][CH:23]=[C:24]([C:29]1[CH:34]=[CH:33][C:32]([O:35][CH2:36][CH2:37][CH2:38][CH2:39][CH2:40][CH2:41][CH2:42][CH3:43])=[CH:31][CH:30]=1)[CH:25]=2)[CH2:46][CH2:47][CH2:48][CH2:49][CH2:50][CH2:51][CH3:52] |f:2.3,4.5|. Reported procedure: 3,6-bis(4-(octyloxy)phenyl)-carbazole (4.2 g, 7.29 mmol), 1-bromooctane (4.25 g, 22.0 mmol) and tetrabutylammoniumhydrogensulphate (0.64 g, 1.88 mmol) was dissolved in toluene and mixed with NaOH 50% aqueous solution (5.5 ml). The reaction was quenched after 4 h, extracted three times with ether, and the combined organic phases was washed with water, evaporated, and purified using column chromatography with a 5/2 petroleum ether/toluene mixture as mobile phase. The product was obtained as colour... The reactants are BrC1=CC=C2C=CC(=NC2=C1)COC=1C=C(OC(C(=O)OC)C)C=CC1 (methyl 2-(3-(7-bromoquinolin-2-ylmethoxy)phenoxy)propanoate), [OH-].[Na+] (sodium hydroxide). Solvent: CO (methanol). The product is BrC1=CC=C2C=CC(=NC2=C1)COC=1C=C(OC(C(=O)O)C)C=CC1 (2-(3-(7-bromoquinolin-2-ylmethoxy)phenoxy)propanoic acid). Reaction SMILES: [Br:1][C:2]1[CH:11]=[C:10]2[C:5]([CH:6]=[CH:7][C:8]([CH2:12][O:13][C:14]3[CH:15]=[C:16]([CH:24]=[CH:25][CH:26]=3)[O:17][CH:18]([CH3:23])[C:19]([O:21]C)=[O:20])=[N:9]2)=[CH:4][CH:3]=1.[OH-].[Na+]>CO>[Br:1][C:2]1[CH:11]=[C:10]2[C:5]([CH:6]=[CH:7][C:8]([CH2:12][O:13][C:14]3[CH:15]=[C:16]([CH:24]=[CH:25][CH:26]=3)[O:17][CH:18]([CH3:23])[C:19]([OH:21])=[O:20])=[N:9]2)=[CH:4][CH:3]=1 |f:1.2|. Procedure: A mixture of the ester (Step 3) (861 mg), methanol (13 mL) and 5N sodium hydroxide (0.54 mL) was heated under reflux for 2 hours. The reaction mixture was evaporated to approximately 4 mL and acidified to pH 4.5 with HCl (0.5N). This gave a gum which crystallized in methanol to give the title compound. mp 178°